From a dataset of the Open Reaction Database (ORD), a public repository of structured organic reaction records. describe an organic reaction: reactants, conditions, products, and yield Starting materials: CCOC(=O)c1oc2c3ccccc3n(C)c2c1OC, N, O=[N+]([O-])[O-], C1CCOC1. The product is COc1c(C(N)=O)oc2c3ccccc3n(C)c12. Reaction SMILES: [CH2:2]([O:4][C:5](=[O:3])[c:7]1[c:8]([O:20][CH3:21])[c:9]2[n:10]([CH3:19])[c:11]3[cH:12][cH:13][cH:14][cH:15][c:16]3[c:17]2[o:18]1)[CH3:6].[NH3:1].[O-:22][N+:23](=[O:24])[O-:25].[O:26]1[CH2:27][CH2:28][CH2:29][CH2:30]1>>[NH2:1][C:5](=[O:4])[c:7]1[c:8]([O:20][CH3:21])[c:9]2[n:10]([CH3:19])[c:11]3[cH:12][cH:13][cH:14][cH:15][c:16]3[c:17]2[o:18]1. The reactants are alkoxide, [Na] (sodium), C(C)(C)O (isopropanol), ClC1=NC=C(C(=N1)Cl)CC=1C=NC(=CC1)C (2,4-dichloro-5-[(6-methyl-3-pyridinyl)methyl]pyrimidine), C(C)(C)O (isopropanol). The yield is 87.0%. Procedure: A solution of 1.38 g (0.06 g-atom) of sodium metal in 25 ml of isopropanol was heated to reflux until complete dissolution of the metal. The alkoxide solution was cooled to -10° and treated dropwise with a solution of 15.0 g (60 mmol) of 2,4-dichloro-5-[(6-methyl-3-pyridinyl)methyl]pyrimidine prepared as in Example 1 in 60 ml of isopropanol. The resulting mixture was allowed to warm to room temperature over 18 hours and was then concentrated. The resulting oil was dissolved in ethyl acetate, fil... The product is ClC1=NC=C(C(=N1)OC(C)C)CC=1C=NC(=CC1)C (2-chloro-4-isopropoxy-5-[(6-methyl-3-pyridinyl)methyl]pyrimidine). Reaction SMILES: [Na].[Cl:2][C:3]1[N:8]=[C:7](Cl)[C:6]([CH2:10][C:11]2[CH:12]=[N:13][C:14]([CH3:17])=[CH:15][CH:16]=2)=[CH:5][N:4]=1.[CH:18]([OH:21])([CH3:20])[CH3:19]>>[Cl:2][C:3]1[N:8]=[C:7]([O:21][CH:18]([CH3:20])[CH3:19])[C:6]([CH2:10][C:11]2[CH:12]=[N:13][C:14]([CH3:17])=[CH:15][CH:16]=2)=[CH:5][N:4]=1 |^1:0|.